From a dataset of the Open Reaction Database (ORD), a public repository of structured organic reaction records. describe an organic reaction: reactants, conditions, products, and yield Reported procedure: Intermediate I-14a was prepared from 5-amino-1-(4-bromo-2-fluoro-phenyl)-6,7-difluoro-4-methoxy-1,3-dihydro-benzoimidazol-2-one (I-12a: 1.7 g, 0.00438 mol) and borontribromide using procedures analogous to those used for the preparation of Intermediate I-13a in DCM (10.9 mL, 0.0109 mol) to afford 850 mg of the product (88% yield). The reactants are NC1=C(C2=C(N(C(N2)=O)C2=C(C=C(C=C2)Br)F)C(=C1F)F)OC (5-amino-1-(4-bromo-2-fluoro-phenyl)-6,7-difluoro-4-methoxy-1,3-dihydro-benzoimidazol-2-one), C(Cl)Cl (DCM). The yield is 51.9%. The product is NC1=C(C2=C(N(C(N2)=O)C2=C(C=C(C=C2)Br)F)C(=C1F)F)O (5-Amino-1-(4-bromo-2-fluoro-phenyl)-6,7-difluoro-4-hydroxy-1,3-dihydro-benzoimidazol-2-one). As a reaction SMILES: [NH2:1][C:2]1[C:19]([F:20])=[C:18]([F:21])[C:5]2[N:6]([C:10]3[CH:15]=[CH:14][C:13]([Br:16])=[CH:12][C:11]=3[F:17])[C:7](=[O:9])[NH:8][C:4]=2[C:3]=1[O:22]C.C(Cl)Cl>>[NH2:1][C:2]1[C:19]([F:20])=[C:18]([F:21])[C:5]2[N:6]([C:10]3[CH:15]=[CH:14][C:13]([Br:16])=[CH:12][C:11]=3[F:17])[C:7](=[O:9])[NH:8][C:4]=2[C:3]=1[OH:22]. The reactants are CC(C)Cc1cc(-c2cccc(Cn3ccnc3Br)c2)c(S(=O)(=O)NC(C)(C)C)s1, Cc1ccccc1, CCO, CCOC(C)=O, [Na+], [OH-], OB(O)c1ccccc1, c1ccc(P(c2ccccc2)(c2ccccc2)[Pd](P(c2ccccc2)(c2ccccc2)c2ccccc2)(P(c2ccccc2)(c2ccccc2)c2ccccc2)P(c2ccccc2)(c2ccccc2)c2ccccc2)cc1. The product is CC(C)Cc1cc(-c2cccc(Cn3ccnc3-c3ccccc3)c2)c(S(=O)(=O)NC(C)(C)C)s1. RXN SMILES: [Br:1][c:2]1[n:3]([CH2:7][c:8]2[cH:9][c:10](-[c:14]3[c:15]([S:23](=[O:24])(=[O:25])[NH:26][C:27]([CH3:28])([CH3:29])[CH3:30])[s:16][c:17]([CH2:19][CH:20]([CH3:21])[CH3:22])[cH:18]3)[cH:11][cH:12][cH:13]2)[cH:4][cH:5][n:6]1.[CH3:42][c:43]1[cH:44][cH:45][cH:46][cH:47][cH:48]1.[CH3:49][CH2:50][OH:51].[CH3:52][CH2:53][O:54][C:55]([CH3:56])=[O:57].[Na+:41].[OH-:40].[c:31]1([B:37]([OH:38])[OH:39])[cH:32][cH:33][cH:34][cH:35][cH:36]1.[cH:58]1[cH:59][cH:60][c:61]([P:62]([Pd:63]([P:64]([c:65]2[cH:66][cH:67][cH:68][cH:69][cH:70]2)([c:71]2[cH:72][cH:73][cH:74][cH:75][cH:76]2)[c:77]2[cH:78][cH:79][cH:80][cH:81][cH:82]2)([P:83]([c:84]2[cH:85][cH:86][cH:87][cH:88][cH:89]2)([c:90]2[cH:91][cH:92][cH:93][cH:94][cH:95]2)[c:96]2[cH:97][cH:98][cH:99][cH:100][cH:101]2)[P:102]([c:103]2[cH:104][cH:105][cH:106][cH:107][cH:108]2)([c:109]2[cH:110][cH:111][cH:112][cH:113][cH:114]2)[c:115]2[cH:116][cH:117][cH:118][cH:119][cH:120]2)([c:121]2[cH:122][cH:123][cH:124][cH:125][cH:126]2)[c:127]2[cH:128][cH:129][cH:130][cH:131][cH:132]2)[cH:133][cH:134]1>>[c:2]1(-[c:31]2[cH:32][cH:33][cH:34][cH:35][cH:36]2)[n:3]([CH2:7][c:8]2[cH:9][c:10](-[c:14]3[c:15]([S:23](=[O:24])(=[O:25])[NH:26][C:27]([CH3:28])([CH3:29])[CH3:30])[s:16][c:17]([CH2:19][CH:20]([CH3:21])[CH3:22])[cH:18]3)[cH:11][cH:12][cH:13]2)[cH:4][cH:5][n:6]1. Starting materials: NC=1SC(=C(N1)C(=O)N1[C@H]2C[C@H]2C[C@H]1CN)C1=CC(=CC=C1)F ([2-amino-5-(3-fluoro-phenyl)-thiazol-4-yl]-((1S,3S,5S)-3-aminomethyl-2-aza-bicyclo[3.1.0]hex-2-yl)-methanone), N1=CC=CC2=CC=CC(=C12)C(=O)O (quinoline-8-carboxylic acid). Yields the product NC=1SC(=C(N1)C(=O)N1[C@H]2C[C@H]2C[C@H]1CNC(=O)C=1C=CC=C2C=CC=NC12)C1=CC(=CC=C1)F (quinoline-8-carboxylic acid {(1S,3S,5S)-2-[2-amino-5-(3-fluoro-phenyl)-thiazole-4-carbonyl]-2-aza-bicyclo[3.1.0]hex-3-ylmethyl}-amide). Reaction SMILES: [NH2:1][C:2]1[S:3][C:4]([C:17]2[CH:22]=[CH:21][CH:20]=[C:19]([F:23])[CH:18]=2)=[C:5]([C:7]([N:9]2[C@H:14]([CH2:15][NH2:16])[CH2:13][C@H:12]3[C@@H:10]2[CH2:11]3)=[O:8])[N:6]=1.[N:24]1[C:33]2[C:28](=[CH:29][CH:30]=[CH:31][C:32]=2[C:34](O)=[O:35])[CH:27]=[CH:26][CH:25]=1>>[NH2:1][C:2]1[S:3][C:4]([C:17]2[CH:22]=[CH:21][CH:20]=[C:19]([F:23])[CH:18]=2)=[C:5]([C:7]([N:9]2[C@H:14]([CH2:15][NH:16][C:34]([C:32]3[CH:31]=[CH:30][CH:29]=[C:28]4[C:33]=3[N:24]=[CH:25][CH:26]=[CH:27]4)=[O:35])[CH2:13][C@H:12]3[C@@H:10]2[CH2:11]3)=[O:8])[N:6]=1. Reported procedure: prepared by reaction of [2-amino-5-(3-fluoro-phenyl)-thiazol-4-yl]-((1S,3S,5S)-3-aminomethyl-2-aza-bicyclo[3.1.0]hex-2-yl)-methanone with quinoline-8-carboxylic acid. LC-MS (basic): tR=0.82 min; [M+H]+=488.2.